This data is from the Open Reaction Database (ORD), a public repository of structured organic reaction records. The task is: describe an organic reaction: reactants, conditions, products, and yield Reactants: BrC1=CC(=C(C=C1)CBr)F (4-bromo-1-(bromomethyl)-2-fluorobenzene), [C-]#N.[Na+] (sodium cyanide), C(C)O (ethanol). Solvent: O (water), O (water). Run at time 1 hour. The product is BrC1=CC(=C(C=C1)CC(=O)N)F (2-(4-bromo-2-fluorophenyl)acetamide). Isolated yield 52.0%. As a reaction SMILES: [Br:1][C:2]1[CH:7]=[CH:6][C:5]([CH2:8]Br)=[C:4]([F:10])[CH:3]=1.[C-]#[N:12].[Na+].[CH2:14]([OH:16])C>O>[Br:1][C:2]1[CH:7]=[CH:6][C:5]([CH2:8][C:14]([NH2:12])=[O:16])=[C:4]([F:10])[CH:3]=1 |f:1.2|. Procedure details: To a solution of 4-bromo-1-(bromomethyl)-2-fluorobenzene (56.0 mmol) in ethanol (75.0 ml) and water (15.0 ml) was added sodium cyanide (67.2 mmol). The reaction was refluxed for 3 days then cooled and diluted with water. The solids were collected, slurried in water (100 mL) and 6N aq HCl (50 mL) for 1 h, and then filtered and dried via suction. The collected solids were slurried again in dichloromethane, and the solids were collected and dried to afford the title product (6.9 g, 52% yield) as a ... The reactants are N1(CCC2(CC1)OC=1C=CC=CC1C=1NN=CC12)C(=O)OCC1=CC=CC=C1 (benzyl spiro[1H-chromeno[4,3-c]pyrazole-4,4′-piperidine]-1′-carboxylate). The reagents and catalysts are [Pd] (palladium). Solvent: CO (MeOH). Reaction conditions: time 3 hour. Yields the product N1CCC2(CC1)OC=1C=CC=CC1C=1NN=CC12 (1H-spiro[chromeno[4,3-c]pyrazole-4,4′-piperidine]). The yield is 79.8%. RXN SMILES: [N:1]1(C(OCC2C=CC=CC=2)=O)[CH2:6][CH2:5][C:4]2([C:18]3[CH:17]=[N:16][NH:15][C:14]=3[C:13]3[CH:12]=[CH:11][CH:10]=[CH:9][C:8]=3[O:7]2)[CH2:3][CH2:2]1>CO.[Pd]>[NH:1]1[CH2:6][CH2:5][C:4]2([C:18]3[CH:17]=[N:16][NH:15][C:14]=3[C:13]3[CH:12]=[CH:11][CH:10]=[CH:9][C:8]=3[O:7]2)[CH2:3][CH2:2]1. Procedure details: A mixture of benzyl spiro[1H-chromeno[4,3-c]pyrazole-4,4′-piperidine]-1′-carboxylate (1.11 g, 2.96 mmol) and palladium (10% wt on carbon, 157 mg, 0.15 mmol) in MeOH (15 mL) was set under hydrogen (1 atm) and stirred vigorously at room temperature for 3 hours. The reaction mixture was filtered through Celite and the filtrate was concentrated to afford 1H-spiro[chromeno[4,3-c]pyrazole-4,4′-piperidine] (570 mg, 80%). ESI-MS m/z calc. 241.1. found 242.5 (M+1)+; Retention time: 0.42 minutes (3 min ru...